Dataset: the Open Reaction Database (ORD), a public repository of structured organic reaction records. Task: describe an organic reaction: reactants, conditions, products, and yield Reactants: CN(C=O)C (dimethylformamide), N1=CC=CC2=C1NC1=C(NC2)C=CC=C1 (6,11-dihydro-5H-pyrido[2,3-b][1,5]benzodiazepine), C([O-])([O-])=O.[K+].[K+] (potassium carbonate), CN(C=O)C (dimethylformamide), FC1=C(C(=O)Cl)C=CC(=C1)F (2,4-difluorobenzoylchloride). Reaction conditions: time 20 minute. The product is N1=CC=CC2=C1NC1=C(N(C2)C(=O)C2=C(C=C(C=C2)N2N=C(C=C2)C)F)C=CC=C1 ((5,11-dihydro-pyrido[2,3-b][1,5]benzodiazepin-6-yl)-[2-fluoro-4-(3-methyl-pyrazol-1-yl)-phenyl]-methanone). The yield is 51.0%. RXN SMILES: [N:1]1[C:6]2[NH:7][C:8]3[CH:15]=[CH:14][CH:13]=[CH:12][C:9]=3[NH:10][CH2:11][C:5]=2[CH:4]=[CH:3][CH:2]=1.C(=O)([O-])[O-].[K+].[K+].[F:22][C:23]1[CH:31]=[C:30](F)[CH:29]=[CH:28][C:24]=1[C:25](Cl)=[O:26].C[N:34]([CH3:37])C=O>>[N:1]1[C:6]2[NH:7][C:8]3[CH:15]=[CH:14][CH:13]=[CH:12][C:9]=3[N:10]([C:25]([C:24]3[CH:28]=[CH:29][C:30]([N:34]4[CH:37]=[CH:9][C:8]([CH3:15])=[N:7]4)=[CH:31][C:23]=3[F:22])=[O:26])[CH2:11][C:5]=2[CH:4]=[CH:3][CH:2]=1 |f:1.2.3|. Reported procedure: To a solution of 6,11-dihydro-5H-pyrido[2,3-b][1,5]benzodiazepine of Example 1, Step B (3.0 g, 15.2 mmol) in dimethylformamide (35 mL) under nitrogen was added potassium carbonate (6.3 g, 45.6 mmol) followed by a solution of the crude 2,4-difluorobenzoylchloride of Step A (22.8 mmol) in dimethylformamide (15 mL). After stirring at room temperature for 20 minutes, the reaction mixture was washed with water and stirred to give a solid which was collected by filtration. The solid was dissolved in c...